Dataset: the Open Reaction Database (ORD), a public repository of structured organic reaction records. Task: describe an organic reaction: reactants, conditions, products, and yield As a reaction SMILES: [CH3:21][c:22]1[cH:23][cH:24][cH:25][cH:26][cH:27]1.[F:1][c:2]1[c:3]([N+:9](=[O:10])[O-:11])[cH:4][cH:5][c:6]([F:8])[cH:7]1.[Na+:19].[OH-:18].[OH2:20].[OH:12][CH2:13][C:14]([F:15])([F:16])[F:17]>>[c:2]1([O:12][CH2:13][C:14]([F:15])([F:16])[F:17])[c:3]([N+:9](=[O:10])[O-:11])[cH:4][cH:5][c:6]([F:8])[cH:7]1. Yields the product O=[N+]([O-])c1ccc(F)cc1OCC(F)(F)F. Reactants: Cc1ccccc1, O=[N+]([O-])c1ccc(F)cc1F, [Na+], [OH-], O, OCC(F)(F)F. Starting materials: C1CCOC1, CN, O=c1n(Cc2ccc(C(F)(F)F)cc2)nc2c(-c3ccc(Cl)cc3)c(-c3ccc(Cl)cc3)c(Cl)nn12, O. The product is CNc1nn2c(=O)n(Cc3ccc(C(F)(F)F)cc3)nc2c(-c2ccc(Cl)cc2)c1-c1ccc(Cl)cc1. Reaction SMILES: [CH2:39]1[O:40][CH2:41][CH2:42][CH2:43]1.[CH3:37][NH2:38].[F:1][C:2]([c:3]1[cH:4][cH:5][c:6]([CH2:7][n:8]2[n:9][c:10]3[n:11]([n:12][c:13]([Cl:30])[c:14](-[c:23]4[cH:24][cH:25][c:26]([Cl:29])[cH:27][cH:28]4)[c:15]3-[c:16]3[cH:17][cH:18][c:19]([Cl:22])[cH:20][cH:21]3)[c:31]2=[O:32])[cH:33][cH:34]1)([F:35])[F:36].[OH2:44]>>[F:1][C:2]([c:3]1[cH:4][cH:5][c:6]([CH2:7][n:8]2[n:9][c:10]3[n:11]([n:12][c:13]([NH:38][CH3:37])[c:14](-[c:23]4[cH:24][cH:25][c:26]([Cl:29])[cH:27][cH:28]4)[c:15]3-[c:16]3[cH:17][cH:18][c:19]([Cl:22])[cH:20][cH:21]3)[c:31]2=[O:32])[cH:33][cH:34]1)([F:35])[F:36]. The reactants are ClC1=CC=2C3=C(N(C2C=C1)CC(=O)OCC)CCN(C3)C (ethyl 2-(8-chloro-1,2,3,4-tetrahydro-2-methylpyrido[4,3-b]indol-5-yl)acetate), CNC (dimethylamine). Run at temperature 120 celsius. The product is ClC1=CC=2C3=C(N(C2C=C1)CC(=O)N(C)C)CCN(C3)C (2-(8-chloro-1,2,3,4-tetrahydro-2-methylpyrido[4,3-b]indol-5-yl)-N,N-dimethylacetamide). As a reaction SMILES: [Cl:1][C:2]1[CH:10]=[CH:9][C:8]2[N:7]([CH2:11][C:12]([O:14]CC)=O)[C:6]3[CH2:17][CH2:18][N:19]([CH3:21])[CH2:20][C:5]=3[C:4]=2[CH:3]=1.[CH3:22][NH:23][CH3:24]>>[Cl:1][C:2]1[CH:10]=[CH:9][C:8]2[N:7]([CH2:11][C:12]([N:23]([CH3:24])[CH3:22])=[O:14])[C:6]3[CH2:17][CH2:18][N:19]([CH3:21])[CH2:20][C:5]=3[C:4]=2[CH:3]=1. Reported procedure: A mixture of ethyl 2-(8-chloro-1,2,3,4-tetrahydro-2-methylpyrido[4,3-b]indol-5-yl)acetate (100 mg) and dimethylamine (1 ml) was heated at 120° C. for 15 h to obtain 2-(8-chloro-1,2,3,4-tetrahydro-2-methylpyrido[4,3-b]indol-5-yl)-N,N-dimethylacetamide after purification on neutral alumina chromatography eluting with methanol-dichloromethane gradient. The free base was converted into its oxalate salt by treatment of oxalic acid (1 equiv) in anhydrous THF.